Dataset: the Open Reaction Database (ORD), a public repository of structured organic reaction records. Task: describe an organic reaction: reactants, conditions, products, and yield Reaction SMILES: [O:1]=[C:2]1[CH2:7][NH:6][CH2:5][CH2:4][N:3]1[CH2:8][CH:9]1[CH2:18][CH2:17][CH2:16][C:15]2[CH:14]=[C:13]([C:19]#[N:20])[CH:12]=[CH:11][C:10]1=2.[BH3-]C#N.[Na+].CC(O)=O.[O:29]=[C:30]1[C:34]2[CH:35]=[CH:36][C:37]([CH2:39][CH:40]=O)=[CH:38][C:33]=2[CH2:32][O:31]1.C([O-])([O-])=O.[Na+].[Na+]>CO>[O:1]=[C:2]1[CH2:7][N:6]([CH2:40][CH2:39][C:37]2[CH:36]=[CH:35][C:34]3[C:30](=[O:29])[O:31][CH2:32][C:33]=3[CH:38]=2)[CH2:5][CH2:4][N:3]1[CH2:8][CH:9]1[CH2:18][CH2:17][CH2:16][C:15]2[CH:14]=[C:13]([C:19]#[N:20])[CH:12]=[CH:11][C:10]1=2 |f:1.2,5.6.7|. Run in CO (MeOH). Reaction conditions: time 8 hour. Procedure details: To a mixture of 5-[(2-Oxopiperazin-1-yl)methyl]-5,6,7,8-tetrahydronaphthalene-2-carbonitrile (40 mg, 0.15 mmol), NaBH3CN (19 mg, 0.30 mmol) and HOAc (18 mg, 0.298 mmol) in 20 mL MeOH was added (1-Oxo-1,3-dihydro-2-benzofuran-5-yl)acetaldehyde (52 mg, 0.30 mmol) and the mixture was stirred at RT overnight. Then saturated Na2CO3 (50 mL) was added and stirred for 30 min and extracted with EtOAc (3×50 mL). The combined organic layers were washed with water and brine, dried over anhydrous sodium sulf... Yields the product O=C1N(CCN(C1)CCC1=CC2=C(C(OC2)=O)C=C1)CC1C=2C=CC(=CC2CCC1)C#N (5-({2-Oxo-4-[2-(1-oxo-1,3-dihydro-2-benzofuran-5-yl)ethyl]piperazin-1-yl}methyl)-5,6,7,8-tetrahydronaphthalene-2-carbonitrile). Starting materials: O=C1OCC2=C1C=CC(=C2)CC=O ((1-Oxo-1,3-dihydro-2-benzofuran-5-yl)acetaldehyde), O=C1N(CCNC1)CC1C=2C=CC(=CC2CCC1)C#N (5-[(2-Oxopiperazin-1-yl)methyl]-5,6,7,8-tetrahydronaphthalene-2-carbonitrile), [BH3-]C#N.[Na+] (NaBH3CN), CC(=O)O (HOAc), C(=O)([O-])[O-].[Na+].[Na+] (Na2CO3). The reactants are COCCOc1cc(NC(=O)OC(C)(C)C)c(NC(=O)CC(=O)c2cccc(-n3ccnc3)c2)cc1C#Cc1ccccc1, COc1ccccc1, ClCCl, O=C(O)C(F)(F)F. The product is COCCOc1cc2c(cc1C#Cc1ccccc1)NC(=O)CC(c1cccc(-n3ccnc3)c1)=N2. RXN SMILES: [C:1]([O:2][C:3](=[O:4])[NH:7][c:8]1[c:9]([NH:27][C:28]([CH2:29][C:30](=[O:5])[c:32]2[cH:33][c:34](-[n:38]3[cH:39][n:40][cH:41][cH:42]3)[cH:35][cH:36][cH:37]2)=[O:43])[cH:10][c:11]([C:19]#[C:20][c:21]2[cH:22][cH:23][cH:24][cH:25][cH:26]2)[c:12]([O:14][CH2:15][CH2:16][O:17][CH3:18])[cH:13]1)([CH3:6])([CH3:31])[CH3:44].[CH3:55][O:56][c:57]1[cH:58][cH:59][cH:60][cH:61][cH:62]1.[Cl:52][CH2:53][Cl:54].[F:45][C:46]([F:47])([F:48])[C:49]([OH:50])=[O:51]>>[N:7]1=[C:30]([c:32]2[cH:33][c:34](-[n:38]3[cH:39][n:40][cH:41][cH:42]3)[cH:35][cH:36][cH:37]2)[CH2:29][C:28](=[O:43])[NH:27][c:9]2[c:8]1[cH:13][c:12]([O:14][CH2:15][CH2:16][O:17][CH3:18])[c:11]([C:19]#[C:20][c:21]1[cH:22][cH:23][cH:24][cH:25][cH:26]1)[cH:10]2. The reactants are ClC=1C(=NC=CC1)N1N=C(C=C1C(=O)OCC)C(CN1N=C(N=N1)C(F)(F)F)=O (ethyl 1-(3-chloropyridin-2-yl)-3-{[5-(trifluoromethyl)-2H-tetrazol-2-yl]acetyl}-1H-pyrazole-5-carboxylate), [OH-].[Na+] (sodium hydroxide). The solvent is C(C)O (ethanol). Conditions: time 5 day. Product: ClC=1C(=NC=CC1)N1N=C(C=C1C(=O)O)C(CN1N=C(N=N1)C(F)(F)F)=O (1-(3-chloropyridin-2-yl)-3-{[5-(trifluoromethyl)-2H-tetrazol-2-yl]acetyl}-1H-pyrazole-5-carboxylic acid). RXN SMILES: [Cl:1][C:2]1[C:3]([N:8]2[C:12]([C:13]([O:15]CC)=[O:14])=[CH:11][C:10]([C:18](=[O:29])[CH2:19][N:20]3[N:24]=[N:23][C:22]([C:25]([F:28])([F:27])[F:26])=[N:21]3)=[N:9]2)=[N:4][CH:5]=[CH:6][CH:7]=1.[OH-].[Na+]>C(O)C>[Cl:1][C:2]1[C:3]([N:8]2[C:12]([C:13]([OH:15])=[O:14])=[CH:11][C:10]([C:18](=[O:29])[CH2:19][N:20]3[N:24]=[N:23][C:22]([C:25]([F:26])([F:28])[F:27])=[N:21]3)=[N:9]2)=[N:4][CH:5]=[CH:6][CH:7]=1 |f:1.2|. Procedure: 300 mg (0.58 mmol) of ethyl 1-(3-chloropyridin-2-yl)-3-{[5-(trifluoromethyl)-2H-tetrazol-2-yl]acetyl}-1H-pyrazole-5-carboxylate were dissolved in 4 ml of ethanol, 282 mg (3.15 mmol) of 2N aqueous sodium hydroxide solution were added and the mixture was stirred at RT for 5 d. The solvent was distilled off under reduced pressure, the residue was taken up in water and the mixture was extracted once with methyl tert-butyl ether. The aqueous phase was then acidified with 2N hydrochloric acid and extr... Solvent: O1CCCC1 (tetrahydrofuran), O1CCCC1 (tetrahydrofuran). The product is OCC=1NC=C(N1)C1=CC=CC=C1 (2-hydroxymethyl-4-phenylimidazole). Reaction conditions: time 8 hour. Procedure: To a solution of 2.75 g ethyl-4-phenylimidazole-2-carboxylate in 20 mL tetrahydrofuran was added a suspension of 0.5 g lithium aluminum hydride in 30 mL of tetrahydrofuran. The reaction mixture was stirred at room temperature overnight, poured into 100 mL of ice water and extracted with 2×100 mL of ethyl acetate. The combined extracts were washed with 2×100 mL of brine, dried over anhydrous sodium sufate and the solvent removed under reduced pressure to yield 2 g of 2-hydroxymethyl-4-phenylimida... RXN SMILES: C([O:3][C:4]([C:6]1[NH:7][CH:8]=[C:9]([C:11]2[CH:16]=[CH:15][CH:14]=[CH:13][CH:12]=2)[N:10]=1)=O)C.[H-].[Al+3].[Li+].[H-].[H-].[H-]>O1CCCC1>[OH:3][CH2:4][C:6]1[NH:7][CH:8]=[C:9]([C:11]2[CH:12]=[CH:13][CH:14]=[CH:15][CH:16]=2)[N:10]=1 |f:1.2.3.4.5.6|. Yield: 90.3%. The reactants are [H-].[Al+3].[Li+].[H-].[H-].[H-] (lithium aluminum hydride), C(C)OC(=O)C=1NC=C(N1)C1=CC=CC=C1 (ethyl-4-phenylimidazole-2-carboxylate), ice water. Reactants: C1(=CC=CC=C1)O (phenol), C1(=CC=CC=C1)O (phenol), C(C)C=1C=C(C=CC1)O (m-ethylphenol), C=O (paraformaldehyde), N1CCOCC1 (morpholine). The reagents and catalysts are N1CCOCC1 (morpholine). The solvent is C(C)#N (acetonitrile). Conditions: temperature 70 celsius. Yields the product N1(CCOCC1)CC1=C(C=C(C=C1)CC)O (2-(morpholin-4-ylmethyl)-5-ethylphenol). Isolated yield 90.0%. Reaction SMILES: [CH2:1]([C:3]1[CH:4]=[C:5]([OH:9])[CH:6]=[CH:7][CH:8]=1)[CH3:2].C=O.[NH:12]1[CH2:17][CH2:16][O:15][CH2:14][CH2:13]1.[C:18]1(O)C=CC=CC=1>C(#N)C.N1CCOCC1>[N:12]1([CH2:18][C:6]2[CH:7]=[CH:8][C:3]([CH2:1][CH3:2])=[CH:4][C:5]=2[OH:9])[CH2:17][CH2:16][O:15][CH2:14][CH2:13]1. Procedure details: To a stirred solution of 244.0 grams (1.78 moles--1.0 equiv.) of 89.1% pure m-ethylphenol in 320 mL (%Wt/Vol. Phenol to Solvent--76.3%) of acetonitrile was added 67.6 grams (2.14 moles--1.2 equiv.) of paraformaldehyde. Upon completion of addition, the mixture was stirred for ten minutes and then heated to 65° C. where 179.5 grams (2.06 moles--1.16 equiv.) of morpholine was added during a one hour period at a rate to maintain the reaction temperature below 70-75° C. Upon completion of addition, t... The reactants are CNC(=O)c1c(F)cccc1Nc1nc(Nc2cc3c(cc2OC)CCCN3C(=O)CCN(C)C)[nH]c2nccc1-2, COc1cc2c(cc1N)N(C(=O)CCN(C)C)CCC2, Cc1ccc(S(=O)(=O)n2ccc3c(Nc4cccc(F)c4C(N)=O)nc(Cl)nc32)cc1, [NH4+], [OH-]. Product: COc1cc2c(cc1Nc1nc(Nc3cccc(F)c3C(N)=O)c3ccnc-3[nH]1)N(C(=O)CCN(C)C)CCC2. RXN SMILES: [CH3:1][N:2]([CH2:3][CH2:4][C:5](=[O:6])[N:7]1[CH2:8][CH2:9][CH2:10][c:11]2[cH:12][c:13]([O:39][CH3:40])[c:14]([NH:17][c:18]3[n:19][c:20]([NH:27][c:28]4[c:29]([C:30](=[O:31])[NH:32][CH3:33])[c:34]([F:38])[cH:35][cH:36][cH:37]4)[c:21]4[cH:26][cH:25][n:24][c:22]-4[nH:23]3)[cH:15][c:16]21)[CH3:41].[CH3:75][N:76]([CH3:77])[CH2:78][CH2:79][C:80]([N:81]1[c:82]2[c:83]([cH:84][c:85]([O:86][CH3:87])[c:88]([NH2:89])[cH:90]2)[CH2:91][CH2:92][CH2:93]1)=[O:94].[Cl:42][c:43]1[n:44][c:45]([NH:46][c:47]2[cH:48][cH:49][cH:50][c:51]([F:52])[c:53]2[C:54]([NH2:55])=[O:56])[c:57]2[cH:58][cH:59][n:60]([S:61]([c:62]3[cH:63][cH:64][c:65]([CH3:66])[cH:67][cH:68]3)(=[O:69])=[O:70])[c:71]2[n:72]1.[NH4+:73].[OH-:74]>>[CH3:1][N:2]([CH2:3][CH2:4][C:5](=[O:6])[N:7]1[CH2:8][CH2:9][CH2:10][c:11]2[cH:12][c:13]([O:39][CH3:40])[c:14]([NH:17][c:18]3[n:19][c:20]([NH:27][c:28]4[c:29]([C:30](=[O:31])[NH2:32])[c:34]([F:38])[cH:35][cH:36][cH:37]4)[c:21]4[cH:26][cH:25][n:24][c:22]-4[nH:23]3)[cH:15][c:16]21)[CH3:41].